describe an organic reaction: reactants, conditions, products, and yield From a dataset of the Open Reaction Database (ORD), a public repository of structured organic reaction records. Starting materials: ClCCl, O=C(O)C(F)(F)F, CCC(CNC(=O)OC(C)(C)C)C(CC)Oc1cccc2ccc(-c3nnc4ccccn34)nc12. Product: CCC(CN)C(CC)Oc1cccc2ccc(-c3nnc4ccccn34)nc12. RXN SMILES: [Cl:43][CH2:44][Cl:45].[F:36][C:37]([F:38])([F:39])[C:40]([OH:41])=[O:42].[n:1]1[n:2][c:3](-[c:10]2[n:11][c:12]3[c:13]([O:20][CH:21]([CH:22]([CH2:23][NH:24][C:25](=[O:26])[O:27][C:28]([CH3:29])([CH3:30])[CH3:31])[CH2:32][CH3:33])[CH2:34][CH3:35])[cH:14][cH:15][cH:16][c:17]3[cH:18][cH:19]2)[n:4]2[c:5]1[cH:6][cH:7][cH:8][cH:9]2>>[n:1]1[n:2][c:3](-[c:10]2[n:11][c:12]3[c:13]([O:20][CH:21]([CH:22]([CH2:23][NH2:24])[CH2:32][CH3:33])[CH2:34][CH3:35])[cH:14][cH:15][cH:16][c:17]3[cH:18][cH:19]2)[n:4]2[c:5]1[cH:6][cH:7][cH:8][cH:9]2. Reactants: CC(C(C)=O)(CC=C)C (3,3-dimethyl-5-hexen-2-one), Br (hydrogen bromide). Reagents/catalysts: [Fe] (iron). Solvent: C(Cl)(Cl)Cl (chloroform). Run at time 2 hour. The product is BrC(CC(C(C)=O)(C)C)C (5-bromo-3,3-dimethyl-2-hexanone). Yield: 86.9%. RXN SMILES: [CH3:1][C:2]([CH3:9])([CH2:6][CH:7]=[CH2:8])[C:3](=[O:5])[CH3:4].[BrH:10]>C(Cl)(Cl)Cl.[Fe]>[Br:10][CH:7]([CH3:8])[CH2:6][C:2]([CH3:9])([CH3:1])[C:3](=[O:5])[CH3:4]. Procedure: 18.9 g (0.15 mole) of 3,3-dimethyl-5-hexen-2-one and 1.6 g (0.0054 mole) of iron-III bromide are dissolved in 150 ml of chloroform. 0.16 mole of hydrogen bromide gas are passed in at 0° C. in the course of 90 minutes. The mixture is subsequently stirred at room temperature for 2 hours and the organic phase is separated off, washed with water, dried over sodium sulphate and concentrated in vacuo. 27 g (87% of theory) of 5-bromo-3,3-dimethyl-2-hexanone of refractive index nD20 =1.4639 are obtained... Reactants: polyphosphoric acid, FC1=C(C(=O)O)C=C(C=C1)F (2,5-difluoro-benzoic acid), NC1=CC=CC=C1 (aniline). Reaction conditions: time 1 hour. Yields the product NC1=CC=C(C=C1)C(C1=C(C=CC(=C1)F)F)=O (4'-Amino-2,5-difluorobenzophenone). Isolated yield 209.6%. As a reaction SMILES: [F:1][C:2]1[CH:10]=[CH:9][C:8]([F:11])=[CH:7][C:3]=1[C:4]([OH:6])=O.[NH2:12][C:13]1[CH:18]=[CH:17][CH:16]=[CH:15][CH:14]=1>>[NH2:12][C:13]1[CH:18]=[CH:17][C:16]([C:4](=[O:6])[C:3]2[CH:7]=[C:8]([F:11])[CH:9]=[CH:10][C:2]=2[F:1])=[CH:15][CH:14]=1. Procedure details: To stirred 90° C. polyphosphoric acid (125 g) was added 2,5-difluoro-benzoic acid (10.0 g, 6.32 mmol) and aniline (5.87 g 6.3 mmol) and the bath temperature raised to 180°-190° C. and held there for 1 hour. The heating bath was removed and the stirred mixture (sublimate above the solution) was treated cautiously with 50 mL of water. The mixture was stirred at 140°-155° C. for 1 hour, the heating bath removed, 45 mL of 3N HCl added, the mixture poured into 650 mL of water and filtered through a p... The reactants are C1(=CC=CC=C1)CC(=O)NC1[C@@H]2N(C(=C(CS2)OS(=O)(=O)C2=CC=C(C)C=C2)C(=O)OCC2=CC=C(C=C2)[N+](=O)[O-])C1=O (4-nitrobenzyl 7-(2-phenylacetamido)-3-tosyloxy-3-cephem-4-carboxylate). The reagents and catalysts are [Zn] (Zinc). The solvent is C(=O)O (formic acid). The product is C1(=CC=CC=C1)CC(=O)NC1[C@@H]2N(C(=CCS2)C(=O)O)C1=O (7-(2-phenylacetamido)-3-cephem-4-carboxylic acid). Yield: 71.5%. As a reaction SMILES: [C:1]1([CH2:7][C:8]([NH:10][CH:11]2[C:42](=[O:43])[N:13]3[C:14]([C:29]([O:31]CC4C=CC([N+]([O-])=O)=CC=4)=[O:30])=[C:15](OS(C4C=CC(C)=CC=4)(=O)=O)[CH2:16][S:17][C@H:12]23)=[O:9])[CH:6]=[CH:5][CH:4]=[CH:3][CH:2]=1>C(O)=O.[Zn]>[C:1]1([CH2:7][C:8]([NH:10][CH:11]2[C:42](=[O:43])[N:13]3[C:14]([C:29]([OH:31])=[O:30])=[CH:15][CH2:16][S:17][C@H:12]23)=[O:9])[CH:6]=[CH:5][CH:4]=[CH:3][CH:2]=1. Reported procedure: Zinc powder (2.0 g.) was added portionwise to a stirred solution of 4-nitrobenzyl 7-(2-phenylacetamido)-3-tosyloxy-3-cephem-4-carboxylate (2.0 g.) in 90% formic acid (40 ml.) over 6 minutes under ice-cooling. The mixture was stirred at room temperature for an hour and then filtered. The remaining insoluble substances were washed with ethyl acetate. The filtrate and the washings were combined together and evaporated in vacuo. The residue was dissolved in ethyl acetate, washed with water, diluted ... Starting materials: [H-].[Na+] (sodium hydride), C1(=CC=CC=C1)C=1OC(C(CN1)O)C1=CC=CC=C1 ((5RS, 6SR)-2,6-diphenyl-5,6-dihydro-4H-1,3-oxazin-5-ol), FC1=C(C=CC=C1)N=C=O (2-fluorophenyl isocyanate). The product is FC1=C(C=CC=C1)NC(=O)OC1CN=C(OC1C1=CC=CC=C1)C1=CC=CC=C1 ((5RS, 6SR)-5-(2-fluorophenylcarbamoyloxy)-2,6-diphenyl-5,6-dihydro-4H-1,3-oxazine). Yield: 28.6%. Reaction SMILES: [H-].[Na+].[C:3]1([C:9]2[O:10][CH:11]([C:16]3[CH:21]=[CH:20][CH:19]=[CH:18][CH:17]=3)[CH:12]([OH:15])[CH2:13][N:14]=2)[CH:8]=[CH:7][CH:6]=[CH:5][CH:4]=1.[F:22][C:23]1[CH:28]=[CH:27][CH:26]=[CH:25][C:24]=1[N:29]=[C:30]=[O:31]>>[F:22][C:23]1[CH:28]=[CH:27][CH:26]=[CH:25][C:24]=1[NH:29][C:30]([O:15][CH:12]1[CH:11]([C:16]2[CH:17]=[CH:18][CH:19]=[CH:20][CH:21]=2)[O:10][C:9]([C:3]2[CH:8]=[CH:7][CH:6]=[CH:5][CH:4]=2)=[N:14][CH2:13]1)=[O:31] |f:0.1|. Reported procedure: Working in a manner similar to that described in Example 16, but starting with an oily suspension (50% by weight; 0.31 g) of sodium hydride, (5RS, 6SR)-2,6-diphenyl-5,6-dihydro-4H-1,3-oxazin-5-ol (1.52 g) and 2-fluorophenyl isocyanate (0.9 g), and after recrystallization in diisopropyl ether, (5RS, 6SR)-5-(2-fluorophenylcarbamoyloxy)-2,6-diphenyl-5,6-dihydro-4H-1,3-oxazine (0.67 g), m.p. 98° C., is obtained.